From a dataset of the Open Reaction Database (ORD), a public repository of structured organic reaction records. describe an organic reaction: reactants, conditions, products, and yield Reaction SMILES: [C:1]([CH3:2])([CH3:3])([CH3:4])[O:5][C:6](=[O:7])[N:8]1[CH2:9][CH:10]([O:25][CH2:26][CH:27]2[O:28][C:29]([CH3:32])([CH3:33])[O:30][CH2:31]2)[CH:11]([c:15]2[cH:16][cH:17][c:18]([O:21][CH2:22][CH:23]=[CH2:24])[cH:19][cH:20]2)[CH:12]([OH:14])[CH2:13]1.[Cl:34][CH2:35][c:36]1[cH:37][c:38]([O:46][CH3:47])[c:39]2[cH:40][cH:41][cH:42][cH:43][c:44]2[cH:45]1>>[C:1]([CH3:2])([CH3:3])([CH3:4])[O:5][C:6](=[O:7])[N:8]1[CH2:9][CH:10]([O:25][CH2:26][CH:27]2[O:28][C:29]([CH3:32])([CH3:33])[O:30][CH2:31]2)[CH:11]([c:15]2[cH:16][cH:17][c:18]([O:21][CH2:22][CH:23]=[CH2:24])[cH:19][cH:20]2)[CH:12]([O:14][CH2:35][c:36]2[cH:37][c:38]([O:46][CH3:47])[c:39]3[cH:40][cH:41][cH:42][cH:43][c:44]3[cH:45]2)[CH2:13]1. Yields the product C=CCOc1ccc(C2C(OCc3cc(OC)c4ccccc4c3)CN(C(=O)OC(C)(C)C)CC2OCC2COC(C)(C)O2)cc1. The reactants are C=CCOc1ccc(C2C(O)CN(C(=O)OC(C)(C)C)CC2OCC2COC(C)(C)O2)cc1, COc1cc(CCl)cc2ccccc12.